This data is from the Open Reaction Database (ORD), a public repository of structured organic reaction records. The task is: describe an organic reaction: reactants, conditions, products, and yield The reactants are ClC=1C(=C(N(Cl)Cl)C=CC1)Cl.ClC1=C(C(=C(C(=C1N)Cl)Cl)Cl)Cl (tetrachloroaniline pentachloroaniline), C1(=CC=CC=C1)O (phenol), IC1=C(C=CC=C1)O (2-iodophenol), 12.5, [H][H] (hydrogen). The reagents and catalysts are ruthenium-on-charcoal, [Ta] (tantalum). Yields the product ClC=1C=C(N)C=C(C1)Cl (3,5-dichloroaniline). The yield is 95.0%. As a reaction SMILES: ClC1C(Cl)=C(C=CC=1)N(Cl)Cl.Cl[C:13]1[C:18]([NH2:19])=[C:17](Cl)[C:16]([Cl:21])=[C:15](Cl)[C:14]=1[Cl:23].C1(O)C=CC=CC=1.IC1C=CC=CC=1O.[H][H]>[Ta]>[Cl:21][C:16]1[CH:17]=[C:18]([CH:13]=[C:14]([Cl:23])[CH:15]=1)[NH2:19] |f:0.1|. Procedure: 131 parts of a tetrachloroaniline/pentachloroaniline mixture, 200 parts of phenol and 10 parts of 2-iodophenol are reacted in the presence of 12.5 parts of ruthenium-on-charcoal catalyst (5%) in a tantalum autoclave with hydrogen under a pressure of from 29 to 50 bars at a maximum temperature of 165° C., during the course of 8 hours, whilst stirring. 87.5 parts of 3,5-dichloroaniline are obtained after working up the reaction mixture. Yield: 95% of theory.